The task is: describe an organic reaction: reactants, conditions, products, and yield. This data is from the Open Reaction Database (ORD), a public repository of structured organic reaction records. Starting materials: NC=1C(N(C(N(C1N)CC(C)C)=O)C)=O (5,6-diamino-1-isobutyl-3-methyl-1H-pyrimidine-2,4-dione), O-(7-azabenzotriazo-1-yl)-N,N,N′,N′-tetramethyluronium, CCN(C(C)C)C(C)C (Hunig's base), C(#C)C=1C=C2C(=CN=CC2=CC1)CC(=O)O ((6-Ethynyl-isoquinolin-4-yl)-acetic acid). Run in CN(C)C=O (DMF), CN(C)C=O (DMF). Conditions: time 2 hour. The product is C(#C)C=1C=C2C(=CN=CC2=CC1)CC1=NC=2N(C(NC(C2N1C)=O)=O)CC(C)C (8-(6-ethynyl-isoquinolin-4-ylmethyl)-3-isobutyl-methyl-3,7dihydro-purine-2,6-dione). As a reaction SMILES: [C:1]([C:3]1[CH:4]=[C:5]2[C:10](=[CH:11][CH:12]=1)[CH:9]=[N:8][CH:7]=[C:6]2[CH2:13][C:14](O)=O)#[CH:2].[CH3:17]CN(C(C)C)C(C)C.[NH2:26][C:27]1[C:28](=[O:40])[N:29](C)[C:30](=[O:38])[N:31]([CH2:34][CH:35]([CH3:37])[CH3:36])[C:32]=1[NH2:33]>CN(C=O)C>[C:1]([C:3]1[CH:4]=[C:5]2[C:10](=[CH:11][CH:12]=1)[CH:9]=[N:8][CH:7]=[C:6]2[CH2:13][C:14]1[N:26]([CH3:17])[C:27]2[C:28](=[O:40])[NH:29][C:30](=[O:38])[N:31]([CH2:34][CH:35]([CH3:37])[CH3:36])[C:32]=2[N:33]=1)#[CH:2]. Procedure details: (6-Ethynyl-isoquinolin-4-yl)-acetic acid (58 mg, 0.28 mmol) is dissolved in DMF (1 ml) and O-(7-azabenzotriazo-1-yl)-N,N,N′,N′-tetramethyluronium hexafluorophosphatc (0.125 g, 0.33 mmol) and Hunig's base (0.180 ml, 1.03 mmol) are added, followed by a solution of 5,6-diamino-1-isobutyl-3-methyl-1H-pyrimidine-2,4-dione (58 mg, 0.28 mmol) in DMF (0.7 ml). The reaction is stirred at room temperature for 2 hours. The solvent is evaporated and the residue purified by flash column chromatography (30:1 ... The reactants are COC(=O)c1ccc(Br)cc1, C#CCCO, CCNCC, [Cu]I, Cl[Pd]Cl, c1ccc(P(c2ccccc2)c2ccccc2)cc1. Product: COC(=O)c1ccc(CCCCO)cc1. Reaction SMILES: [Br:20][c:21]1[cH:22][cH:23][c:24]([C:25](=[O:26])[O:27][CH3:28])[cH:29][cH:30]1.[CH2:31]([CH2:32][C:33]#[CH:34])[OH:35].[CH2:36]([NH:37][CH2:38][CH3:39])[CH3:40].[Cu:44][I:45].[Pd:41]([Cl:42])[Cl:43].[c:1]1([P:2]([c:3]2[cH:4][cH:5][cH:6][cH:7][cH:8]2)[c:9]2[cH:10][cH:11][cH:12][cH:13][cH:14]2)[cH:15][cH:16][cH:17][cH:18][cH:19]1>>[c:21]1([CH2:34][CH2:33][CH2:32][CH2:31][OH:35])[cH:22][cH:23][c:24]([C:25](=[O:26])[O:27][CH3:28])[cH:29][cH:30]1. Reactants: CC=1C=[N+](C=2CCCCC2C1)[O-] (3-Methyl-5,6,7,8-tetrahydroquinoline-1-oxide), [OH-].[Na+] (sodium hydroxide). The solvent is C(C)(=O)OC(C)=O (acetic anhydride), C(C)(=O)OC(C)=O (acetic anhydride). Yields the product OC1CCCC=2C=C(C=NC12)C (8-hydroxy-3-methyl-5,6,7,8-tetrahydroquinoline). Reaction SMILES: [CH3:1][C:2]1[CH:3]=[N+:4]([O-])[C:5]2[CH2:6][CH2:7][CH2:8][CH2:9][C:10]=2[CH:11]=1.[OH-:13].[Na+]>C(OC(=O)C)(=O)C>[OH:13][CH:6]1[C:5]2[N:4]=[CH:3][C:2]([CH3:1])=[CH:11][C:10]=2[CH2:9][CH2:8][CH2:7]1 |f:1.2|. Procedure: The N-oxide (60 g.) was dissolved in acetic anhydride (120 ml.) and added to boiling acetic anhydride (120 ml.) and the mixture heated at reflux for 30 minutes. The solvent was removed in vacuo and the residual oil was treated with 10% hydrochloric acid (700 ml.) and the solution heated on a steam bath for 2 hours. The cooled reaction mixture was adjusted to pH 9.0 with sodium hydroxide and extracted with ether (3 × 100 ml). The combined ethereal extracts were washed with saturated brine, dried ... Reactants: COC(=O)C1(CCC1)C(=O)OC (1,1-cyclobutanedicarboxylic acid dimethyl ester), [H-].C(C)(C)(C)O[Al](OC(C)(C)C)OC(C)(C)C.[Li+] (lithium tri-tert-butoxyaluminium hydride), solution. Solvent: O1CCCC1 (tetrahydrofuran), O1CCCC1 (tetrahydrofuran), [Cl-].[NH4+] (ammonium chloride). Conditions: time 18 hour. Yields the product COC(=O)C1(CCC1)CO (1-(hydroxymethyl)-cyclobutanecarboxylic acid methyl ester). Yield: 107.6%. As a reaction SMILES: [CH3:1][O:2][C:3]([C:5]1([C:9](OC)=[O:10])[CH2:8][CH2:7][CH2:6]1)=[O:4].[H-].C(O[Al](OC(C)(C)C)OC(C)(C)C)(C)(C)C.[Li+]>O1CCCC1.[Cl-].[NH4+]>[CH3:1][O:2][C:3]([C:5]1([CH2:9][OH:10])[CH2:8][CH2:7][CH2:6]1)=[O:4] |f:1.2.3,5.6|. Procedure details: To a solution of 1,1-cyclobutanedicarboxylic acid dimethyl ester (available from Lancaster Synthesis Ltd, UK) (2.0 g, 11.6 mmol) in tetrahydrofuran (20 ml) at room temperature was added lithium tri-tert-butoxyaluminium hydride (25.5 ml of a 1M solution in tetrahydrofuran, 25.5 mmol) dropwise over 10 minutes. The reaction mixture was heated to gentle reflux for 3 hours, cooled to room temperature and stirred for 18 hours. The resulting suspension was diluted with saturated aqueous ammonium chlori... The product is COC(C1=CC(=C(C=C1)OC)OCCCCCCCCCCCCCC)=O (4-Methoxy-3-(tetradecyloxy)benzoic acid methyl ester). RXN SMILES: [CH3:1][O:2][C:3](=[O:13])[C:4]1[CH:9]=[CH:8][C:7]([O:10][CH3:11])=[C:6]([OH:12])[CH:5]=1.C(=O)([O-])[O-].[K+].[K+].Br[CH2:21][CH2:22][CH2:23][CH2:24][CH2:25][CH2:26][CH2:27][CH2:28][CH2:29][CH2:30][CH2:31][CH2:32][CH2:33][CH3:34]>[I-].[Na+].CC(=O)CC>[CH3:1][O:2][C:3](=[O:13])[C:4]1[CH:9]=[CH:8][C:7]([O:10][CH3:11])=[C:6]([O:12][CH2:34][CH2:33][CH2:32][CH2:31][CH2:30][CH2:29][CH2:28][CH2:27][CH2:26][CH2:25][CH2:24][CH2:23][CH2:22][CH3:21])[CH:5]=1 |f:1.2.3,5.6|. Procedure details: A mixture of 45 g of product from Example 40, 51.2 g of finely powdered potassium carbonate, 72 g of 1-bromotetradecane, 1.9 g of sodium iodide and 500 ml of 2-butanone is heated at reflux temperature for 18 hours under an atmosphere of argon. The reaction is cooled and filtered. The filtrate is concentrated in vacuo and the residue is dissolved in chloroform. The organic layer is washed with 1N sodium hydroxide and saturated sodium chloride, dried and concentrated in vacuo. The residue is recry... Isolated yield 71.0%. The reactants are COC(C1=CC(=C(C=C1)OC)O)=O (3-Hydroxy-4-methoxybenzoic acid methyl ester), C([O-])([O-])=O.[K+].[K+] (potassium carbonate), BrCCCCCCCCCCCCCC (1-bromotetradecane). Run in CC(CC)=O (2-butanone). Reagents/catalysts: [I-].[Na+] (sodium iodide). The reactants are N,N-dicyclohexyl carbodiimide, C(C)OCOC(C=CC1=CC=C(C=C1)O)=O (4-Hydroxy-cinnamic acid ethoxymethyl ester), C(C=C)(=O)OCCCCCCOC1=CC=C(C(=O)O)C=C1 (4-(6-acryloyloxyhexyloxy)benzoic acid), 4-N,N-dimethylaminopyridine. Conditions: time 8 hour. Reported procedure: 15.7 g (0.076 mole) of N,N-dicyclohexyl carbodiimide were added to a solution of 18.7 g (0.076 mole) of 4-hydroxycinnamic acid ethoxymethyl ester (23) (90% pure), 22.2 g (0.076 mole) of 4-(6-acryloyloxy-hexyloxy)-benzoic acid (5) and 0.93 g (0.0076 mole) of 4-N,N-dimethylaminopyridine in 200 ml of dichloromethane, cooled in an ice-water bath. After two hours the ice-water bath was removed. The mixture was stirred at room temperature overnight. Then it was filtered through a silica pad and the so... As a reaction SMILES: [CH2:1]([O:3][CH2:4][O:5][C:6](=[O:16])[CH:7]=[CH:8][C:9]1[CH:14]=[CH:13][C:12]([OH:15])=[CH:11][CH:10]=1)[CH3:2].[C:17]([O:21][CH2:22][CH2:23][CH2:24][CH2:25][CH2:26][CH2:27][O:28][C:29]1[CH:37]=[CH:36][C:32]([C:33](O)=[O:34])=[CH:31][CH:30]=1)(=[O:20])[CH:18]=[CH2:19]>ClCCl>[C:17]([O:21][CH2:22][CH2:23][CH2:24][CH2:25][CH2:26][CH2:27][O:28][C:29]1[CH:37]=[CH:36][C:32]([C:33]([O:15][C:12]2[CH:11]=[CH:10][C:9]([CH:8]=[CH:7][C:6]([O:5][CH2:4][O:3][CH2:1][CH3:2])=[O:16])=[CH:14][CH:13]=2)=[O:34])=[CH:31][CH:30]=1)(=[O:20])[CH:18]=[CH2:19]. Isolated yield 39.7%. Yields the product C(C=C)(=O)OCCCCCCOC1=CC=C(C(=O)OC2=CC=C(C=CC(=O)OCOCC)C=C2)C=C1 (Ethoxymethyl 4-(4-(6-acryloyloxyhexyloxy)benzoyloxy)cinnamate). The solvent is ClCCl (dichloromethane). The reactants are C(C)OCC (ethyl ether), CC(C(=O)N1C(SCC1)=S)(C)C (3-(Trimethylacetyl)-1,3-thiazolidine-2-thione), [Si](C)(C)(C(C)(C)C)OC1CCCC2=CN=C3C=C(C=CC3=C12)O (10-[(tert-Butyldimethylsilyl)oxy]-3-hydroxy-7,8,9,10-tetrahydrophenanthridine), [H-].[Na+] (NaH). Solvent: C1=CC=CC=C1 (benzene), C1CCOC1 (THF), C1CCOC1 (THF). Reaction conditions: time 10 minute. Yields the product [Si](C)(C)(C(C)(C)C)OC1CCCC2=CN=C3C=C(C=CC3=C12)OC(C(C)(C)C)=O (10-[(tert-Butyldimethylsilyl)oxy]-3-(trimethylacetoxy)-7,8,9,10-tetra-hydrophenanthridine). Yield: 99.1%. As a reaction SMILES: [Si:1]([O:8][CH:9]1[C:22]2[C:13](=[CH:14][N:15]=[C:16]3[C:21]=2[CH:20]=[CH:19][C:18]([OH:23])=[CH:17]3)[CH2:12][CH2:11][CH2:10]1)([C:4]([CH3:7])([CH3:6])[CH3:5])([CH3:3])[CH3:2].[H-].[Na+].[CH3:26][C:27]([CH3:37])([CH3:36])[C:28](N1CCSC1=S)=[O:29].C(OCC)C>C1COCC1.C1C=CC=CC=1>[Si:1]([O:8][CH:9]1[C:22]2[C:13](=[CH:14][N:15]=[C:16]3[C:21]=2[CH:20]=[CH:19][C:18]([O:23][C:28](=[O:29])[C:27]([CH3:37])([CH3:36])[CH3:26])=[CH:17]3)[CH2:12][CH2:11][CH2:10]1)([C:4]([CH3:7])([CH3:6])[CH3:5])([CH3:3])[CH3:2] |f:1.2|. Procedure: To a suspension of Compound 141a (1.28 g, 3.88 mmol) in dry THF (50 mL) cooled in an ice-water bath was added NaH (60 percent, 163 mg, 4.08 mmol) followed by stirring for 10 minutes. A yellow-colored solution of Compound 226 (0.789 g, 3.88 mmol) in dry THF (10 mL) was added, and the mixture was then stirred at 25° C. for five minutes. The reaction mixture was quenched with water, extracted with ethyl acetate (50 mL), washed with brine, dried over anhydrous Na2SO4, and evaporated in vacuo to give... The reactants are [N+](=O)([O-])C1=CC=C(C=C1)N1CCNCC1 (1-(4-nitrophenyl)piperazine), BrCC1=CC=C(C=C1)C(C(F)(F)F)(C(F)(F)F)O (2-(4-(bromomethyl)-phenyl)-1,1,1,3,3,3-hexafluoropropan-2-ol), C([O-])([O-])=O.[K+].[K+] (potassium carbonate). Run in C(C)#N (acetonitrile). Product: FC(C(C(F)(F)F)(O)C1=CC=C(C=C1)CN1CCN(CC1)C1=CC=C(C=C1)[N+](=O)[O-])(F)F (1,1,1,3,3,3-Hexafluoro-2-(4-((4-(4-nitrophenyl)piperazin-1-yl)methyl)phenyl)propan-2-ol). Yield: 89.5%. As a reaction SMILES: [N+:1]([C:4]1[CH:9]=[CH:8][C:7]([N:10]2[CH2:15][CH2:14][NH:13][CH2:12][CH2:11]2)=[CH:6][CH:5]=1)([O-:3])=[O:2].Br[CH2:17][C:18]1[CH:23]=[CH:22][C:21]([C:24]([OH:33])([C:29]([F:32])([F:31])[F:30])[C:25]([F:28])([F:27])[F:26])=[CH:20][CH:19]=1.C(=O)([O-])[O-].[K+].[K+]>C(#N)C>[F:26][C:25]([F:27])([F:28])[C:24]([C:21]1[CH:22]=[CH:23][C:18]([CH2:17][N:13]2[CH2:14][CH2:15][N:10]([C:7]3[CH:6]=[CH:5][C:4]([N+:1]([O-:3])=[O:2])=[CH:9][CH:8]=3)[CH2:11][CH2:12]2)=[CH:19][CH:20]=1)([OH:33])[C:29]([F:30])([F:32])[F:31] |f:2.3.4|. Procedure: A mixture of 1-(4-nitrophenyl)piperazine (19.30 mmol, 4 g), 2-(4-(bromomethyl)-phenyl)-1,1,1,3,3,3-hexafluoropropan-2-ol (19.30 mmol, 6.51 g) and potassium carbonate (19.30 mmol, 2.67 g) in acetonitrile (10 mL) was refluxed for 20 hours and was then concentrated under reduced pressure. Dichloromethane was added and the insolubles were filtered off. The filtrate was chromatographed on silica eluting with a gradient of dichloromethane to dichloromethane/ethyl acetate (10%) to give the title compou...